Dataset: the Open Reaction Database (ORD), a public repository of structured organic reaction records. Task: describe an organic reaction: reactants, conditions, products, and yield Starting materials: O=C1Nc2ccccc2C1(O)c1cccc(F)c1, NCCCO, Cc1ccc(S(=O)(=O)O)cc1. Product: OCCCNC1=Nc2ccccc2C1(O)c1cccc(F)c1. As a reaction SMILES: [F:6][c:7]1[cH:8][c:9]([C:13]2([OH:23])[C:14](=[O:22])[NH:15][c:16]3[cH:17][cH:18][cH:19][cH:20][c:21]32)[cH:10][cH:11][cH:12]1.[NH2:1][CH2:2][CH2:3][CH2:4][OH:5].[c:24]1([CH3:25])[cH:26][cH:27][c:28]([S:29]([OH:30])(=[O:31])=[O:32])[cH:33][cH:34]1>>[NH:1]([CH2:2][CH2:3][CH2:4][OH:5])[C:14]1=[N:15][c:16]2[cH:17][cH:18][cH:19][cH:20][c:21]2[C:13]1([c:9]1[cH:8][c:7]([F:6])[cH:12][cH:11][cH:10]1)[OH:23]. Starting materials: CN1CCCC1=O, Cc1nc(N)ncc1-c1nc(N2CCOCC2)c2nc(Cl)n(CC3CC3)c2n1, OCC1CCNCC1. Yields the product Cc1nc(N)ncc1-c1nc(N2CCOCC2)c2nc(N3CCC(CO)CC3)n(CC3CC3)c2n1. As a reaction SMILES: [CH3:37][N:38]1[CH2:39][CH2:40][CH2:41][C:42]1=[O:43].[Cl:1][c:2]1[n:3]([CH2:25][CH:26]2[CH2:27][CH2:28]2)[c:4]2[n:5][c:6](-[c:17]3[c:18]([CH3:24])[n:19][c:20]([NH2:23])[n:21][cH:22]3)[n:7][c:8]([N:11]3[CH2:12][CH2:13][O:14][CH2:15][CH2:16]3)[c:9]2[n:10]1.[NH:29]1[CH2:30][CH2:31][CH:32]([CH2:35][OH:36])[CH2:33][CH2:34]1>>[c:2]1([N:29]2[CH2:30][CH2:31][CH:32]([CH2:35][OH:36])[CH2:33][CH2:34]2)[n:3]([CH2:25][CH:26]2[CH2:27][CH2:28]2)[c:4]2[n:5][c:6](-[c:17]3[c:18]([CH3:24])[n:19][c:20]([NH2:23])[n:21][cH:22]3)[n:7][c:8]([N:11]3[CH2:12][CH2:13][O:14][CH2:15][CH2:16]3)[c:9]2[n:10]1. Reactants: ClC1=CC=C(C=C1)CC(=O)OCC (ethyl 4-chlorophenylacetate), N[C@@H](CCSC)C=O (Metal), C(C)OCC (diethyl ether), C(OCC)(OCC)=O (diethyl carbonate). Run in C(C)O (ethanol), C(C)O (ethanol), C(C)(=O)O (acetic acid). Reaction conditions: time 5 minute. Yields the product crude product, ClC1=CC=C(C=C1)C(C(=O)OCC)=C (ethyl 4-chlorophenyl-α-methyleneacetate). The yield is 94.3%. As a reaction SMILES: N[C@H](C=O)CCSC.[C:9](=[O:16])([O:13][CH2:14][CH3:15])OCC.[Cl:17][C:18]1[CH:23]=[CH:22][C:21]([CH2:24][C:25](OCC)=O)=[CH:20][CH:19]=1.C(OCC)C>C(O)C.C(O)(=O)C>[Cl:17][C:18]1[CH:23]=[CH:22][C:21]([C:24](=[CH2:25])[C:9]([O:13][CH2:14][CH3:15])=[O:16])=[CH:20][CH:19]=1. Reported procedure: Metal sodium (1.5 g) was gradually added to ethanol (50 ml) at room temperature, followed by stirring for 5 minutes, and diethyl carbonate (8.9 ml, 73 mmol) was added thereto at room temperature. Further, a solution of ethyl 4-chlorophenylacetate (10 g) in ethanol (10 ml) was added dropwise thereto with stirring, and the stirring was continued for 2 hours. The reaction mixture was concentreated, and diethyl ether (150 ml) and 10% aqueous acetic acid (150 ml) were added to the residue for extract... Reactants: CS(=O)(=O)OCCCCOC=1C=CC2=C(C(OC(N2)=O)(C)C)C1 (6-(4-methanesulfonyloxy-butoxy)-4,4-dimethyl-4H-3,1-benzoxazin-2-one), CC=1C=C(C=CC1C)S (3,4-dimethyl-thiophenol). The product is CC=1C=C(C=CC1C)SCCCCOC1=CC2=C(C(OC(N2)=O)(C)C)C=C1 (7-[4-(3,4-Dimethyl-phenylmercapto)-butoxy]-4,4-dimethyl-4H-3,1-benzoxazin-2-one). As a reaction SMILES: CS(OCCCCO[C:11]1[CH:12]=[CH:13][C:14]2[NH:19][C:18](=[O:20])[O:17][C:16]([CH3:22])([CH3:21])[C:15]=2[CH:23]=1)(=O)=O.[CH3:24][C:25]1[CH:26]=[C:27]([SH:32])[CH:28]=[CH:29][C:30]=1[CH3:31]>>[CH3:24][C:25]1[CH:26]=[C:27]([S:32][CH2:13][CH2:14][CH2:15][CH2:16][O:17][C:12]2[CH:11]=[CH:23][C:15]3[C:16]([CH3:21])([CH3:22])[O:17][C:18](=[O:20])[NH:19][C:14]=3[CH:13]=2)[CH:28]=[CH:29][C:30]=1[CH3:31]. Procedure details: Prepared analogously to Example 210 from 6-(4-methanesulfonyloxy-butoxy)-4,4-dimethyl-4H-3,1-benzoxazin-2-one and 3,4-dimethyl-thiophenol. The reactants are C(C)OC(C(=O)NC1=CC=C(C=C1)OCCCCCCCCCCCC)=O (N-(4-dodecyloxyphenyl)oxalamic acid ethyl ester), O(C1=CC=CC=C1)C1=CC=C(N)C=C1 (4-phenoxyaniline), CC(C)([O-])C.[Li+] (lithium t-butoxide). The solvent is C=1(C(=CC=CC1)C)C (xylene). Conditions: time 3 hour. The product is C(CCCCCCCCCCC)OC1=CC=C(C=C1)NC(C(=O)NC1=CC=C(C=C1)OC1=CC=CC=C1)=O (N-(4-Dodecyloxyphenyl)-N′-(4-phenyloxyphenyl)oxalamide). The yield is 85.6%. RXN SMILES: C(O[C:4](=[O:27])[C:5]([NH:7][C:8]1[CH:13]=[CH:12][C:11]([O:14][CH2:15][CH2:16][CH2:17][CH2:18][CH2:19][CH2:20][CH2:21][CH2:22][CH2:23][CH2:24][CH2:25][CH3:26])=[CH:10][CH:9]=1)=[O:6])C.[O:28]([C:35]1[CH:41]=[CH:40][C:38]([NH2:39])=[CH:37][CH:36]=1)[C:29]1[CH:34]=[CH:33][CH:32]=[CH:31][CH:30]=1.CC(C)([O-])C.[Li+]>C1(C)C(C)=CC=CC=1>[CH2:15]([O:14][C:11]1[CH:10]=[CH:9][C:8]([NH:7][C:5](=[O:6])[C:4]([NH:39][C:38]2[CH:37]=[CH:36][C:35]([O:28][C:29]3[CH:34]=[CH:33][CH:32]=[CH:31][CH:30]=3)=[CH:41][CH:40]=2)=[O:27])=[CH:13][CH:12]=1)[CH2:16][CH2:17][CH2:18][CH2:19][CH2:20][CH2:21][CH2:22][CH2:23][CH2:24][CH2:25][CH3:26] |f:2.3|. Procedure: A solution of N-(4-dodecyloxyphenyl)oxalamic acid ethyl ester (10 g, 0.026 mol), 4-phenoxyaniline (5 g, 0.026 mol) and lithium t-butoxide (0.2 g, 0.0026 mol) in xylene (50 mL) isheated to gentle reflux. A distillate of ethanol/xylene is slowly collected; the reaction volumn is kept at 50 mL by adding xylene. Heating and distillation continued for 3 hours. The reaction mixture is cooled, the solids are collected and washed sequentially with warm ethyl acetate, ethanol, water and finally ethanol. ... The reactants are CCOC(=O)C1(c2ccc(B3OC(C)(C)C(C)(C)O3)cc2)CC1, COC(=O)C=Cc1c(C)noc1-c1ccc(Br)cc1. Yields the product CCOC(=O)C1(c2ccc(-c3ccc(-c4onc(C)c4C=CC(=O)OC)cc3)cc2)CC1. As a reaction SMILES: [CH2:20]([CH3:21])[O:22][C:23](=[O:24])[C:25]1([c:28]2[cH:29][cH:30][c:31]([B:34]3[O:35][C:36]([CH3:37])([CH3:38])[C:39]([CH3:40])([CH3:41])[O:42]3)[cH:32][cH:33]2)[CH2:26][CH2:27]1.[CH3:1][O:2][C:3]([CH:4]=[CH:5][c:6]1[c:7]([CH3:18])[n:8][o:9][c:10]1-[c:11]1[cH:12][cH:13][c:14]([Br:17])[cH:15][cH:16]1)=[O:19]>>[CH3:1][O:2][C:3]([CH:4]=[CH:5][c:6]1[c:7]([CH3:18])[n:8][o:9][c:10]1-[c:11]1[cH:12][cH:13][c:14](-[c:31]2[cH:30][cH:29][c:28]([C:25]3([C:23]([O:22][CH2:20][CH3:21])=[O:24])[CH2:26][CH2:27]3)[cH:33][cH:32]2)[cH:15][cH:16]1)=[O:19]. Starting materials: COCCl, CN(C)C=O, CCOCC, COC(=O)c1ccc(C)cc1O, [H-], [Na+]. Reaction SMILES: [CH3:15][O:16][CH2:17][Cl:18].[CH3:19][N:20]([CH3:21])[CH:22]=[O:23].[CH3:24][CH2:25][O:26][CH2:27][CH3:28].[CH3:3][c:4]1[cH:5][c:6]([OH:14])[c:7]([C:8](=[O:9])[O:10][CH3:11])[cH:12][cH:13]1.[H-:1].[Na+:2]>>[CH3:3][c:4]1[cH:5][c:6]([O:14][CH2:17][O:16][CH3:15])[c:7]([C:8](=[O:9])[O:10][CH3:11])[cH:12][cH:13]1. The product is COCOc1cc(C)ccc1C(=O)OC. The reactants are trans-2-p-nitrophenylbicyclo[2,2,2]octane-3-carboxyaldehyde, Cl.CN(C)CC1C(C2CCC1CC2)C2=CC=C(C=C2)[N+](=O)[O-] (N,N-dimethyl-2-p-nitrophenylbicyclo[2,2,2]oct-3-yl methylamine hydrochloride), [BH4-].[Na+] (sodium borohydride), C12CC(C(CC1)CC2)CO (bicyclo[2,2,2]oct-3-yl methanol). The product is Cl.CN(C)CC1C(C2CCC1CC2)C2=CC=C(C=C2)OC (N,N-dimethyl-2-p-methoxyphenylbicyclo[2,2,2]oct-3-yl methylamine hydrochloride). Reaction SMILES: [BH4-].[Na+].C12CCC(CC1)C([CH2:11][OH:12])C2.[ClH:13].[CH3:14][N:15]([CH2:17][CH:18]1[CH:23]2[CH2:24][CH2:25][CH:20]([CH2:21][CH2:22]2)[CH:19]1[C:26]1[CH:31]=[CH:30][C:29]([N+]([O-])=O)=[CH:28][CH:27]=1)[CH3:16]>>[ClH:13].[CH3:14][N:15]([CH2:17][CH:18]1[CH:23]2[CH2:24][CH2:25][CH:20]([CH2:21][CH2:22]2)[CH:19]1[C:26]1[CH:31]=[CH:30][C:29]([O:12][CH3:11])=[CH:28][CH:27]=1)[CH3:16] |f:0.1,3.4,5.6|. Procedure details: Ethyl trans-2-p-methylphenylbicyclo[2,2,2]octane-3-carboxylate (0.025 mole) was added to lithium aluminium hydride (0.03 mole) in tetrahydrofuran (60 ml.) at 0°C. and after 3 hours, water was added and the mixture extracted with ether. Evaporation of the ether extract gave the corresponding bicyclo[2,2,2]oct-3-yl methanol as an oil. The latter was dissolved in dichloromethane (50 ml.) and methylamine (10 ml.) and methanesulphonyl chloride (3.6 g.) added at 0°C. After 2 hours, dimethylamine (25 m... Starting materials: NC1=NC=C(C=N1)C=1C2=C(N=C(N1)SC)N(CC2)[C@@]2(CN(CC2)C(=O)OC(C)(C)C)C (tert-butyl(3S)-3-[4-(2-aminopyrimidin-5-yl)-2-(methylsulfanyl)-5,6-dihydro-7H-pyrrolo[2,3-d]pyrimidin-7-yl]-3-methylpyrrolidine-1-carboxylate), ClC=1C=C(C(=O)OO)C=CC1 (m-chloroperoxybenzoic acid). The reagents and catalysts are CS(=O)C (DMSO). Solvent: C(Cl)Cl (DCM). Reaction conditions: temperature 0 celsius, time 30 minute. Product: NC1=NC=C(C=N1)C=1C2=C(N=C(N1)S(=O)C)N(CC2)[C@@]2(CN(CC2)C(=O)OC(C)(C)C)C (tert-butyl(3S)-3-[4-(2-aminopyrimidin-5-yl)-2-(methylsulfinyl)-5,6-dihydro-7H-pyrrolo[2,3-d]pyrimidin-7-yl]-3-methylpyrrolidine-1-carboxylate). Yield: 54.8%. Reaction SMILES: [NH2:1][C:2]1[N:7]=[CH:6][C:5]([C:8]2[C:9]3[CH2:18][CH2:17][N:16]([C@@:19]4([CH3:31])[CH2:23][CH2:22][N:21]([C:24]([O:26][C:27]([CH3:30])([CH3:29])[CH3:28])=[O:25])[CH2:20]4)[C:10]=3[N:11]=[C:12]([S:14][CH3:15])[N:13]=2)=[CH:4][N:3]=1.ClC1C=C(C=CC=1)C(OO)=[O:37]>C(Cl)Cl.CS(C)=O>[NH2:1][C:2]1[N:7]=[CH:6][C:5]([C:8]2[C:9]3[CH2:18][CH2:17][N:16]([C@@:19]4([CH3:31])[CH2:23][CH2:22][N:21]([C:24]([O:26][C:27]([CH3:30])([CH3:29])[CH3:28])=[O:25])[CH2:20]4)[C:10]=3[N:11]=[C:12]([S:14]([CH3:15])=[O:37])[N:13]=2)=[CH:4][N:3]=1. Reported procedure: To a suspension of tert-butyl(3S)-3-[4-(2-aminopyrimidin-5-yl)-2-(methylsulfanyl)-5,6-dihydro-7H-pyrrolo[2,3-d]pyrimidin-7-yl]-3-methylpyrrolidine-1-carboxylate (352 mg, 0.794 mmol) in DCM (8 mL) was added m-chloroperoxybenzoic acid (254 mg, 1.03 mmol, 70% purity) in three portions over 1 min at 0° C. The reaction mixture was stirred at 0° C. for 30 min. Four drops of DMSO was added and the reaction mixture was stirred for 5 min. The reaction mixture was purified via HPLC reversed phase column (... The solvent is C(Cl)Cl (methylene chloride). Reaction conditions: temperature 0 celsius. As a reaction SMILES: [C:1]1([Se]Cl)[CH:6]=[CH:5][CH:4]=[CH:3][CH:2]=1.[Br-].C1(S(Cl)=O)C=CC=CC=1.[OH:19][OH:20].C[CH2:22][O:23]CC>C(Cl)Cl>[C:22]([O:19][OH:20])(=[O:23])[C:1]1[CH:6]=[CH:5][CH:4]=[CH:3][CH:2]=1. The product is C(C1=CC=CC=C1)(=O)OO (peroxybenzoic acid), ( 3 ). The reactants are CCOCC (ether), OO (hydrogen peroxide), diene, C1(=CC=CC=C1)[Se]Cl (phenylselenyl chloride), [Br-] (bromide), C1(=CC=CC=C1)S(=O)Cl (phenylsulfinyl chloride), C1(=CC=CC=C1)[Se]Cl (phenylselenyl chloride). Procedure: The diene (2) of step (B) is treated with a halogenating agent such as phenylselenyl chloride or bromide or phenylsulfinyl chloride, preferably phenylselenyl chloride, in an approximately equimolar ratio in an inert solvent at about -80° C., for approximately 20 minutes; illustrative of such inert solvents are methylene chloride, ether and the like. After a standard workup the product residue is dissolved in an ethereal solvent, chilled to about 0° C. and oxidized with an agent such as 30% hydro...